Task: describe an organic reaction: reactants, conditions, products, and yield. Dataset: the Open Reaction Database (ORD), a public repository of structured organic reaction records The product is O=C1c2ccccc2S(=O)(=O)N1CCCCN1CCC(n2c(=O)ccc3ccccc32)CC1. The reactants are O=C1c2ccccc2S(=O)(=O)N1CCCCBr, Cl, O=c1ccc2ccccc2n1C1CCNCC1. RXN SMILES: [Br:19][CH2:20][CH2:21][CH2:22][CH2:23][N:24]1[S:25](=[O:34])(=[O:35])[c:26]2[c:27]([cH:30][cH:31][cH:32][cH:33]2)[C:28]1=[O:29].[ClH:1].[NH:2]1[CH2:3][CH2:4][CH:5]([n:8]2[c:9](=[O:18])[cH:10][cH:11][c:12]3[cH:13][cH:14][cH:15][cH:16][c:17]23)[CH2:6][CH2:7]1>>[N:2]1([CH2:20][CH2:21][CH2:22][CH2:23][N:24]2[S:25](=[O:34])(=[O:35])[c:26]3[c:27]([cH:30][cH:31][cH:32][cH:33]3)[C:28]2=[O:29])[CH2:3][CH2:4][CH:5]([n:8]2[c:9](=[O:18])[cH:10][cH:11][c:12]3[cH:13][cH:14][cH:15][cH:16][c:17]23)[CH2:6][CH2:7]1. Reactants: [N+](=O)([O-])C1=C(C=2C=C(NC2C=C1)CCCOC1OCCCC1)C(=O)OC (Methyl 5-nitro-2-[3-(tetrahydropyran-2-yloxy)-propyl]-1H-indole-4-carboxylate), [N+](=O)([O-])C1=C(C=2C=C(NC2C=C1)CCCOC1OCCCC1)C(=O)OC (Methyl 5-nitro-2-[3-(tetrahydropyran-2-yloxy)-propyl]-1H-indole-4-carboxylate), resultant mixture. Solvent: Cl (hydrogen chloride), CO (methanol). The product is OCCCC=1NC=2C=CC(=C(C2C1)C(=O)OC)[N+](=O)[O-] (methyl 2-(3-hydroxypropyl)-5-nitro-1H-indole-4-carboxylate). Isolated yield 77.7%. As a reaction SMILES: [N+:1]([C:4]1[CH:12]=[CH:11][C:10]2[NH:9][C:8]([CH2:13][CH2:14][CH2:15][O:16]C3CCCCO3)=[CH:7][C:6]=2[C:5]=1[C:23]([O:25][CH3:26])=[O:24])([O-:3])=[O:2]>Cl.CO>[OH:16][CH2:15][CH2:14][CH2:13][C:8]1[NH:9][C:10]2[CH:11]=[CH:12][C:4]([N+:1]([O-:3])=[O:2])=[C:5]([C:23]([O:25][CH3:26])=[O:24])[C:6]=2[CH:7]=1. Procedure details: Methyl 5-nitro-2-[3-(tetrahydropyran-2-yloxy)-propyl]-1H-indole-4-carboxylate (Intermediate 22, 0.650 g) was dissolved in a solution of hydrogen chloride in methanol (1.25M, 18 ml) and the resultant mixture was stirred at room temperature for 1 hour. The mixture was concentrated in vacuo and the residue was partitioned between ethyl acetate and aqueous potassium carbonate solution (10%). The aqueous layer was extracted with ethyl acetate and the combined organic layers were washed with brine, dr...